This data is from the Open Reaction Database (ORD), a public repository of structured organic reaction records. The task is: describe an organic reaction: reactants, conditions, products, and yield The reactants are CC(C)(C)OC(=O)N1CCOCC1C(=O)O, CCN=C=NCCCN(C)C, CCOC(C)=O, Nc1cc(Cl)cc2c1[nH]c1cnccc12, O, c1ccncc1. The product is CC(C)(C)OC(=O)N1CCOCC1C(=O)Nc1cc(Cl)cc2c1[nH]c1cnccc12. As a reaction SMILES: [C:1]([CH3:2])([CH3:3])([CH3:4])[O:5][C:6](=[O:7])[N:8]1[CH:9]([C:14](=[O:15])[OH:16])[CH2:10][O:11][CH2:12][CH2:13]1.[CH3:32][CH2:33][N:34]=[C:35]=[N:36][CH2:37][CH2:38][CH2:39][N:40]([CH3:41])[CH3:42].[CH3:43][CH2:44][O:45][C:46]([CH3:47])=[O:48].[Cl:17][c:18]1[cH:19][c:20]2[c:21]3[cH:22][cH:23][n:24][cH:25][c:26]3[nH:27][c:28]2[c:29]([NH2:31])[cH:30]1.[OH2:55].[cH:49]1[cH:50][cH:51][n:52][cH:53][cH:54]1>>[C:1]([CH3:2])([CH3:3])([CH3:4])[O:5][C:6](=[O:7])[N:8]1[CH:9]([C:14](=[O:16])[NH:31][c:29]2[c:28]3[c:20]([cH:19][c:18]([Cl:17])[cH:30]2)[c:21]2[cH:22][cH:23][n:24][cH:25][c:26]2[nH:27]3)[CH2:10][O:11][CH2:12][CH2:13]1. Starting materials: C(=O)C=1C=C2C(=CN(C2=CC1)C)CC1=C(C=C(C(=O)OC)C=C1)OC (methyl 4-(5-formyl-1-methylindol-3-ylmethyl)-3-methoxybenzoate), CN1C(CCC1)=O (N-methylpyrrolidone). Product: OC(C=1C=C2C(=CN(C2=CC1)C)CC1=C(C=C(C(=O)OC)C=C1)OC)C1C(N(CC1)C)=O (methyl 4-[5-[(hydroxy)-(1-methyl -2-oxopyrrolidin-3-yl)methyl]-1-methylindol-3-ylmethyl]-3-methoxybenzoate). Reaction SMILES: [CH:1]([C:3]1[CH:4]=[C:5]2[C:9](=[CH:10][CH:11]=1)[N:8]([CH3:12])[CH:7]=[C:6]2[CH2:13][C:14]1[CH:23]=[CH:22][C:17]([C:18]([O:20][CH3:21])=[O:19])=[CH:16][C:15]=1[O:24][CH3:25])=[O:2].[CH3:26][N:27]1[CH2:31][CH2:30][CH2:29][C:28]1=[O:32]>>[OH:2][CH:1]([CH:29]1[CH2:30][CH2:31][N:27]([CH3:26])[C:28]1=[O:32])[C:3]1[CH:4]=[C:5]2[C:9](=[CH:10][CH:11]=1)[N:8]([CH3:12])[CH:7]=[C:6]2[CH2:13][C:14]1[CH:23]=[CH:22][C:17]([C:18]([O:20][CH3:21])=[O:19])=[CH:16][C:15]=1[O:24][CH3:25]. Procedure: Using a similar procedure to that described in Example 1, part d, except starting from methyl 4-(5-formyl-1-methylindol-3-ylmethyl)-3-methoxybenzoate and N-methylpyrrolidone, methyl 4-[5-[(hydroxy)-(1-methyl -2-oxopyrrolidin-3-yl)methyl]-1-methylindol-3-ylmethyl]-3-methoxybenzoate was obtained (40%) as a foam; NMR (300 MHz, DMSO-d6): 1.43-1.65 (m, 1.5H), 1.95 (m, 0.5H), 2.40-2.60 (m, 2.5H), 2.65-2.80 (m, 2H), 2.90-3.25 (m, 1.5H), 3.70 (s, 3H), 3.83 (s, 3H), 3.85-4.08 (m, 5H), 4.92 (d, 0.5H), 5.1... Starting materials: ClC1=CC(=NC=2N1N=C(C2)C)NC(C2=CC=C(C=C2)C(C)(C)O)=O (N-(7-chloro-2-methylpyrazolo[1,5-a]pyrimidin-5-yl)-4-(2-hydroxypropan-2-yl)benzamide), Cl.CS(=O)(=O)N1CCNCCC1 (1-(methylsulfonyl)-1,4-diazepane hydrochloride), C(C)(C)N(C(C)C)CC (N,N-diisopropylethylamine). The reagents and catalysts are CS(=O)C (DMSO). Solvent: CN(C)C=O (DMF), CO (methanol). The product is OC(C)(C)C1=CC=C(C(=O)NC2=NC=3N(C(=C2)N2CCN(CCC2)S(=O)(=O)C)N=C(C3)C)C=C1 (4-(2-hydroxypropan-2-yl)-N-(2-methyl-7-(4-(methylsulfonyl)-1,4-diazepan-1-yl)pyrazolo[1,5-a]pyrimidin-5-yl)benzamide). The yield is 76.5%. As a reaction SMILES: Cl[C:2]1[N:7]2[N:8]=[C:9]([CH3:11])[CH:10]=[C:6]2[N:5]=[C:4]([NH:12][C:13](=[O:24])[C:14]2[CH:19]=[CH:18][C:17]([C:20]([OH:23])([CH3:22])[CH3:21])=[CH:16][CH:15]=2)[CH:3]=1.Cl.[CH3:26][S:27]([N:30]1[CH2:36][CH2:35][CH2:34][NH:33][CH2:32][CH2:31]1)(=[O:29])=[O:28].C(N(CC)C(C)C)(C)C>CN(C=O)C.CS(C)=O.CO>[OH:23][C:20]([C:17]1[CH:18]=[CH:19][C:14]([C:13]([NH:12][C:4]2[CH:3]=[C:2]([N:33]3[CH2:34][CH2:35][CH2:36][N:30]([S:27]([CH3:26])(=[O:28])=[O:29])[CH2:31][CH2:32]3)[N:7]3[N:8]=[C:9]([CH3:11])[CH:10]=[C:6]3[N:5]=2)=[O:24])=[CH:15][CH:16]=1)([CH3:22])[CH3:21] |f:1.2|. Procedure: A solution of N-(7-chloro-2-methylpyrazolo[1,5-a]pyrimidin-5-yl)-4-(2-hydroxypropan-2-yl)benzamide (2F, 86 mg, 0.25 mmol), 1-(methylsulfonyl)-1,4-diazepane hydrochloride (107 mg, 0.50 mmol), and N,N-diisopropylethylamine (116 mg, 0.90 mmol) in DMF (1.0 mL) was stirred at 100° C. for 2 h. After cooling to room temperature, the mixture was diluted with a few drops of DMSO and methanol, and was then purified by preparatory HPLC (30-30% MeCN/H2O gradient+0.01% TFA). Lyophilization of the combined fr... Reaction SMILES: [C:1](OC(=O)C)(=[O:3])C.[N:8]12[CH2:15][CH2:14][CH:11]([CH2:12][CH2:13]1)[C@@H:10]([NH:16][C:17](=[O:27])/[CH:18]=[CH:19]/[C:20]1[CH:25]=[CH:24][CH:23]=[CH:22][C:21]=1[NH2:26])[CH2:9]2.C(=O)([O-])[O-].[Na+].[Na+].C(=O)([O-])[O-]>C(O)=O>[N:8]12[CH2:13][CH2:12][CH:11]([CH2:14][CH2:15]1)[C@@H:10]([NH:16][C:17](=[O:27])/[CH:18]=[CH:19]/[C:20]1[CH:25]=[CH:24][CH:23]=[CH:22][C:21]=1[NH:26][CH:1]=[O:3])[CH2:9]2 |f:2.3.4|. The product is N12C[C@@H](C(CC1)CC2)NC(\C=C\C2=C(C=CC=C2)NC=O)=O ((R)-N-(1-Azabicyclo[2.2.2]oct-3-yl)[E-3-(2-formamidophenyl)propenamide]). Run in C(=O)O (Formic acid). Conditions: time 3 day. Procedure: Formic acid (98%, 2.9 mL) and acetic anhydride (1.0 mL) were combined under an inert atmosphere while cooling with a cold water bath. (R)-N-(1-Azabicyclo[2.2.2]oct-3-yl)(E-3-(2-aminophenyl)propenamide) (0.16 g, 0.00059 moles) was added and the reaction was stirred for three days at room temperature. The solution was poured into saturated sodium carbonate and more solid carbonate was added until the solution was basic. The aqueous layer was extracted four times with chloroform. The organic extrac... Starting materials: C(C)(=O)OC(C)=O (acetic anhydride), N12C[C@@H](C(CC1)CC2)NC(\C=C\C2=C(C=CC=C2)N)=O ((R)-N-(1-Azabicyclo[2.2.2]oct-3-yl)(E-3-(2-aminophenyl)propenamide)), C([O-])([O-])=O.[Na+].[Na+] (sodium carbonate), C([O-])([O-])=O (carbonate). The reactants are O=c1[nH]nc(Cl)c2cc(Br)ccc12, Cc1ccc(C)c(CN)c1, CCOC(C)=O, O=C(C=Cc1ccccc1)C=Cc1ccccc1, O=C(C=Cc1ccccc1)C=Cc1ccccc1, O=C(C=Cc1ccccc1)C=Cc1ccccc1, [Pd], [Pd]. Yields the product Cc1ccc(C)c(CNc2ccc3c(=O)[nH]nc(Cl)c3c2)c1. RXN SMILES: [Br:1][c:2]1[cH:3][c:4]2[c:5]([Cl:13])[n:6][nH:7][c:8](=[O:12])[c:9]2[cH:10][cH:11]1.[CH3:14][c:15]1[c:16]([CH2:17][NH2:18])[cH:19][c:20]([CH3:23])[cH:21][cH:22]1.[CH3:24][CH2:25][O:26][C:27]([CH3:28])=[O:29].[O:32]=[C:33]([CH:34]=[CH:35][c:36]1[cH:37][cH:38][cH:39][cH:40][cH:41]1)[CH:42]=[CH:43][c:44]1[cH:45][cH:46][cH:47][cH:48][cH:49]1.[O:50]=[C:51]([CH:52]=[CH:53][c:54]1[cH:55][cH:56][cH:57][cH:58][cH:59]1)[CH:60]=[CH:61][c:62]1[cH:63][cH:64][cH:65][cH:66][cH:67]1.[O:68]=[C:69]([CH:70]=[CH:71][c:72]1[cH:73][cH:74][cH:75][cH:76][cH:77]1)[CH:78]=[CH:79][c:80]1[cH:81][cH:82][cH:83][cH:84][cH:85]1.[Pd:30].[Pd:31]>>[c:2]1([NH:18][CH2:17][c:16]2[c:15]([CH3:14])[cH:22][cH:21][c:20]([CH3:23])[cH:19]2)[cH:3][c:4]2[c:5]([Cl:13])[n:6][nH:7][c:8](=[O:12])[c:9]2[cH:10][cH:11]1. Reaction SMILES: [CH2:1]([CH3:2])[O:3][c:4]1[cH:5][c:6]([C:17](=[O:18])[O:19][CH3:20])[n:7][c:8]2[c:9]([CH:14]3[CH2:15][CH2:16]3)[cH:10][cH:11][cH:12][c:13]12.[CH3:26][OH:27].[Cl:22][CH:23]([Cl:24])[Cl:25].[ClH:21]>>[CH2:1]([CH3:2])[O:3][c:4]1[cH:5][c:6]([C:17](=[O:18])[OH:19])[n:7][c:8]2[c:9]([CH:14]3[CH2:15][CH2:16]3)[cH:10][cH:11][cH:12][c:13]12. Reactants: CCOc1cc(C(=O)OC)nc2c(C3CC3)cccc12, CO, ClC(Cl)Cl, Cl. The product is CCOc1cc(C(=O)O)nc2c(C3CC3)cccc12. RXN SMILES: Cl.S(Cl)(Cl)=[O:3].[CH3:6][C@H:7]1CN[C@H:10](C)[CH2:9][NH:8]1.[C:14]1([CH3:20])[CH:19]=[CH:18][CH:17]=[CH:16][CH:15]=1>>[CH2:7]([N:8]([CH2:9][CH3:10])[C:20](=[O:3])[C:14]1[CH:19]=[CH:18][CH:17]=[CH:16][CH:15]=1)[CH3:6]. The reactants are crude product, C[C@@H]1NC[C@H](NC1)C (trans-2,5-dimethylpiperazine), C1(=CC=CC=C1)C (toluene), product, Cl (hydrochloric acid), S(=O)(Cl)Cl (thionyl chloride). Procedure details: The product (25 mmol) was treated with 2M ethanolic hydrochloric acid (20 mL). The solvent was evaporated and the residue shaken with toluene and evaporated again to remove residual ethanol. The resulting yellow solid was suspended in dichloromethane, 2.7 mL (37.5 mmol) of thionyl chloride was added, and the mixture was stirred at room temperature for one hour. The solvent was evaporated, and the residue was taken up in toluene and evaporated again to drive off the excess thionyl chloride. The c... Product: C(C)N(C(C1=CC=CC=C1)=O)CC (N,N-diethylbenzamide). Starting materials: CC(C)(C)S, C=C(Cc1ccc(OC)cc1)C(=O)O, CCO. Product: COc1ccc(CC(CSC(C)(C)C)C(=O)O)cc1. RXN SMILES: [C:15]([CH3:16])([CH3:17])([CH3:18])[SH:19].[CH3:1][O:2][c:3]1[cH:4][cH:5][c:6]([CH2:7][C:8]([C:9](=[O:10])[OH:11])=[CH2:12])[cH:13][cH:14]1.[CH3:20][CH2:21][OH:22]>>[CH3:1][O:2][c:3]1[cH:4][cH:5][c:6]([CH2:7][CH:8]([C:9](=[O:10])[OH:11])[CH2:12][S:19][C:15]([CH3:16])([CH3:17])[CH3:18])[cH:13][cH:14]1. The reactants are BrC=1C(=C(C(=O)OC)C(=CC1)NC(C(C)(C)C)=O)CCC1NCCC1 (methyl 3-bromo-6-(2,2-dimethylpropionylamino)-2-(2-pyrrolidin-2-yl-ethyl)-benzoate), BrC=1C(=C(C(=O)OC)C(=CC1)NC(C(C)(C)C)=O)CCC1NCCC1 (methyl 3-bromo-6-(2,2-dimethylpropionylamino)-2-(2-pyrrolidin-2-yl-ethyl)-benzoate), C([O-])([O-])=O.[Cs+].[Cs+] (cesium carbonate), C1(=CC=CC=C1)P(C1=C(C2=CC=CC=C2C=C1)C1=C(C=CC2=CC=CC=C12)P(C1=CC=CC=C1)C1=CC=CC=C1)C1=CC=CC=C1 (2,2′-bis(diphenylphosphino)-1,1′-binaphthalene). The reagents and catalysts are C(C)(=O)[O-].[Pd+2].C(C)(=O)[O-] (palladium acetate). Run in C1(=CC=CC=C1)C (toluene), C(C)(=O)OCC (ethyl acetate). Run at temperature 100 celsius. The product is CC(C(=O)NC1=C(C=2CCC3N(C2C=C1)CCC3)C(=O)OC)(C)C (methyl 7-(2,2-dimethylpropionylamino)-1,2,3,3a,4,5-hexahydropyrrolo[1,2-a]quinoline-6-carboxylate). Yield: 50.2%. Reaction SMILES: Br[C:2]1[C:3]([CH2:19][CH2:20][CH:21]2[CH2:25][CH2:24][CH2:23][NH:22]2)=[C:4]([C:9]([NH:12][C:13](=[O:18])[C:14]([CH3:17])([CH3:16])[CH3:15])=[CH:10][CH:11]=1)[C:5]([O:7][CH3:8])=[O:6].C(=O)([O-])[O-].[Cs+].[Cs+].C1(P(C2C=CC=CC=2)C2C=CC3C(=CC=CC=3)C=2C2C3C(=CC=CC=3)C=CC=2P(C2C=CC=CC=2)C2C=CC=CC=2)C=CC=CC=1>C1(C)C=CC=CC=1.C(OCC)(=O)C.C([O-])(=O)C.[Pd+2].C([O-])(=O)C>[CH3:15][C:14]([CH3:17])([CH3:16])[C:13]([NH:12][C:9]1[CH:10]=[CH:11][C:2]2[N:22]3[CH2:23][CH2:24][CH2:25][CH:21]3[CH2:20][CH2:19][C:3]=2[C:4]=1[C:5]([O:7][CH3:8])=[O:6])=[O:18] |f:1.2.3,7.8.9|. Procedure details: A mixture of methyl 3-bromo-6-(2,2-dimethylpropionylamino)-2-(2-pyrrolidin-2-yl-ethyl)-benzoate (Intermediate 35, 2.05 g), palladium acetate (0.282 g), cesium carbonate (3.26 g) and 2,2′-bis(diphenylphosphino)-1,1′-binaphthalene (1.557 g) in toluene (40 mL) was stirred and heated at 100° C. under nitrogen for one hour. After cooling, the mixture was diluted with ethyl acetate, washed with water, dried (Na2SO4) and filtered. The filtrate was concentrated in vacuo and the residue was purified by c...